Task: describe an organic reaction: reactants, conditions, products, and yield. Dataset: the Open Reaction Database (ORD), a public repository of structured organic reaction records The reactants are C(C)(=O)OCC1=NC=C(C(=C1C)OCC)C ((4-ethoxy-3,5-dimethyl-2-pyridyl)methyl acetate), [OH-].[Na+] (sodium hydroxide). The solvent is C(C)O (ethanol). Conditions: time 3 hour. The product is C(C)OC1=C(C(=NC=C1C)CO)C (4-ethoxy-3,5-dimethyl-2-pyridylmethanol). RXN SMILES: C([O:4][CH2:5][C:6]1[C:11]([CH3:12])=[C:10]([O:13][CH2:14][CH3:15])[C:9]([CH3:16])=[CH:8][N:7]=1)(=O)C.[OH-].[Na+]>C(O)C>[CH2:14]([O:13][C:10]1[C:9]([CH3:16])=[CH:8][N:7]=[C:6]([CH2:5][OH:4])[C:11]=1[CH3:12])[CH3:15] |f:1.2|. Procedure details: 32.9 g of (4-ethoxy-3,5-dimethyl-2-pyridyl)methyl acetate were dissolved in 190 ml of ethanol. 95 ml of 3N sodium hydroxide solution were then added dropwise thereto at 0° and the mixture was stirred at room temperature for a further 3 hours. The ethanol was subsequently removed in vacuo and the residual aqueous solution was extracted three times with 200 ml of methylene chloride. The organic extracts were dried over sodium sulfate and evaporated in vacuo. The residue crystallized from petroleum... Reactants: ClC1=C(C=CC(=C1)Cl)NC(=O)NO (N-(2,4-Dichlorophenyl)-N′-hydroxyurea), C(=O)(N1C=NC=C1)N1C=NC=C1 (carbonyldiimidazole). Solvent: O1CCCC1 (tetrahydrofuran). Reaction conditions: temperature 25 celsius, time 16 hour. Yields the product ClC1=C(C=CC(=C1)Cl)N1C(NOC1=O)=O (4-(2,4-Dichlorophenyl)-1,2,4-oxadiazolidine-3,5-dione). Isolated yield 81.0%. RXN SMILES: [Cl:1][C:2]1[CH:7]=[C:6]([Cl:8])[CH:5]=[CH:4][C:3]=1[NH:9][C:10]([NH:12][OH:13])=[O:11].[C:14](N1C=CN=C1)(N1C=CN=C1)=[O:15]>O1CCCC1>[Cl:1][C:2]1[CH:7]=[C:6]([Cl:8])[CH:5]=[CH:4][C:3]=1[N:9]1[C:14](=[O:15])[O:13][NH:12][C:10]1=[O:11]. Reported procedure: A solution of 4.2 g (19 mmol) of the compound of step A in tetrahydrofuran (20 mL) was treated with carbonyldiimidazole (3.2 g, 19 mmol). The mixture was stirred at 25° C. for 16 h. Some precipitated imidazole was filtered off and the filtrate was concentrated under reduced pressure. The residue was partitioned between 1N HCl (20 mL) and ethyl acetate (50 mL). The organic layer was dried over magnesium sulfate and concentrated to an oil which solidified to give 3.8 g of the title compound of Ste... The reactants are ClCCl, O=[N+]([O-])c1cccc(-c2ccccc2)c1, NCCCCO, O=S(=O)(Cl)Cl, c1ccncc1. Product: O=[N+]([O-])c1cccc(-c2ccc(S(=O)(=O)NCCCCO)cc2)c1. RXN SMILES: [Cl:33][CH2:34][Cl:35].[N+:6](=[O:7])([O-:8])[c:9]1[cH:10][c:11](-[c:15]2[cH:16][cH:17][cH:18][cH:19][cH:20]2)[cH:12][cH:13][cH:14]1.[NH2:21][CH2:22][CH2:23][CH2:24][CH2:25][OH:26].[S:1](=[O:2])(=[O:3])([Cl:4])[Cl:5].[cH:27]1[cH:28][cH:29][n:30][cH:31][cH:32]1>>[S:1](=[O:2])(=[O:3])([c:18]1[cH:17][cH:16][c:15](-[c:11]2[cH:10][c:9]([N+:6](=[O:7])[O-:8])[cH:14][cH:13][cH:12]2)[cH:20][cH:19]1)[NH:21][CH2:22][CH2:23][CH2:24][CH2:25][OH:26]. The reactants are OCCCBr, O=C([O-])[O-], CO, CS(=O)(=O)N1CCc2[nH]nc(-c3ccc(C(F)(F)F)cc3)c2C1, [Cs+], [Cs+], CN(C)C=O, O. The product is CS(=O)(=O)N1CCc2c(c(-c3ccc(C(F)(F)F)cc3)nn2CCCO)C1. As a reaction SMILES: [Br:30][CH2:31][CH2:32][CH2:33][OH:34].[C:1](=[O:2])([O-:3])[O-:4].[CH3:35][OH:36].[CH3:7][S:8](=[O:9])(=[O:10])[N:11]1[CH2:12][c:13]2[c:14]([nH:17][n:18][c:19]2-[c:20]2[cH:21][cH:22][c:23]([C:26]([F:27])([F:28])[F:29])[cH:24][cH:25]2)[CH2:15][CH2:16]1.[Cs+:5].[Cs+:6].[O:37]=[CH:38][N:39]([CH3:40])[CH3:41].[OH2:42]>>[CH3:7][S:8](=[O:9])(=[O:10])[N:11]1[CH2:12][c:13]2[c:14]([n:17]([CH2:31][CH2:32][CH2:33][OH:34])[n:18][c:19]2-[c:20]2[cH:21][cH:22][c:23]([C:26]([F:27])([F:28])[F:29])[cH:24][cH:25]2)[CH2:15][CH2:16]1. The reactants are C[N+]1([O-])CCOCC1, CC(C)=O, CC(=O)NCC1CN(c2cc(F)c(N3CCSCC3)c(F)c2)C(=O)O1, O. The product is CC(=O)NCC1CN(c2cc(F)c(N3CCS(=O)(=O)CC3)c(F)c2)C(=O)O1. Reaction SMILES: [CH3:26][N+:27]1([O-:28])[CH2:29][CH2:31][O:30][CH2:32][CH2:33]1.[CH3:34][C:35]([CH3:36])=[O:37].[F:1][c:2]1[cH:3][c:4]([N:15]2[C:16](=[O:25])[O:17][CH:18]([CH2:20][NH:21][C:22]([CH3:23])=[O:24])[CH2:19]2)[cH:5][c:6]([F:14])[c:7]1[N:8]1[CH2:9][CH2:10][S:11][CH2:12][CH2:13]1.[OH2:38]>>[F:1][c:2]1[cH:3][c:4]([N:15]2[C:16](=[O:25])[O:17][CH:18]([CH2:20][NH:21][C:22]([CH3:23])=[O:24])[CH2:19]2)[cH:5][c:6]([F:14])[c:7]1[N:8]1[CH2:9][CH2:10][S:11](=[O:30])(=[O:38])[CH2:12][CH2:13]1.